Dataset: the Open Reaction Database (ORD), a public repository of structured organic reaction records. Task: describe an organic reaction: reactants, conditions, products, and yield Starting materials: S(O)(O)(=O)=O (sulfuric acid), [H-].[Na+] (NaH), FC=1C=C(C=C(C1)F)C1=NOC(C1)(C(=O)NCC=1C=NNC1)C (3-(3,5-difluorophenyl)-5-methyl-N-(1H-pyrazol-4-ylmethyl)-4,5-dihydro-1,2-oxazole-5-carboxamide), BrCC#N (bromoacetonitrile). Solvent: CN(C)C=O (DMF). Conditions: time 15 minute. The product is C(#N)CN1N=CC(=C1)CNC(=O)C1(CC(=NO1)C1=CC(=CC(=C1)F)F)C (N-{[1-(cyanomethyl)-1H-pyrazol-4-yl]methyl}-3-(3,5-difluorophenyl)-5-methyl-4,5-dihydro-1,2-oxazole-5-carboxamide). Yield: 64.6%. RXN SMILES: [H-].[Na+].[F:3][C:4]1[CH:5]=[C:6]([C:11]2[CH2:15][C:14]([CH3:25])([C:16]([NH:18][CH2:19][C:20]3[CH:21]=[N:22][NH:23][CH:24]=3)=[O:17])[O:13][N:12]=2)[CH:7]=[C:8]([F:10])[CH:9]=1.Br[CH2:27][C:28]#[N:29].S(=O)(=O)(O)O>CN(C=O)C>[C:28]([CH2:27][N:23]1[CH:24]=[C:20]([CH2:19][NH:18][C:16]([C:14]2([CH3:25])[O:13][N:12]=[C:11]([C:6]3[CH:5]=[C:4]([F:3])[CH:9]=[C:8]([F:10])[CH:7]=3)[CH2:15]2)=[O:17])[CH:21]=[N:22]1)#[N:29] |f:0.1|. Reported procedure: At 0° C., NaH (60% by weight suspension in mineral oil, 30 mg, 0.75 mmol) was added to a solution of 3-(3,5-difluorophenyl)-5-methyl-N-(1H-pyrazol-4-ylmethyl)-4,5-dihydro-1,2-oxazole-5-carboxamide (200 mg, 0.62 mmol) in DMF (10 ml), and the mixture was stirred for 15 min. The mixture was then warmed to RT, and bromoacetonitrile (225 mg, 1.87 mmol) was added. The mixture was stirred at RT for h and then at 60° C. for 4 h. After cooling to RT, sulfuric acid (0.5M, 10 ml) was added, and the mixture... The reactants are NC(=O)N.[Na] (sodium urea), Cl.C(CCCCCCCCCCCCCCC)NC1=CC=C(C(=O)Cl)C=C1 (4-(hexadecylamino)benzoyl chloride hydrochloride), CC(=O)C (acetone). Yields the product C(CCCCCCCCCCCCCCC)NC1=CC=C(C(=O)NC(=O)N)C=C1 (N-[4-(hexadecylamino)benzoyl]urea). Reported procedure: The 12.6 g. of 4-(hexadecylamino)benzoyl chloride hydrochloride in methylene chloride is added to 5 g. of sodium urea in 30 ml. of acetone and the mixture is stirred at 20° C. for 18 hours. Dilute alkali is added and the solid washed with alkaline aqueous acetone. Recrystallization from ethanol gives pure white crystals of product. Solvent: C(Cl)Cl (methylene chloride). Reaction SMILES: Cl.[CH2:2]([NH:18][C:19]1[CH:27]=[CH:26][C:22]([C:23](Cl)=[O:24])=[CH:21][CH:20]=1)[CH2:3][CH2:4][CH2:5][CH2:6][CH2:7][CH2:8][CH2:9][CH2:10][CH2:11][CH2:12][CH2:13][CH2:14][CH2:15][CH2:16][CH3:17].[NH2:28][C:29]([NH2:31])=[O:30].[Na].CC(C)=O>C(Cl)Cl>[CH2:2]([NH:18][C:19]1[CH:27]=[CH:26][C:22]([C:23]([NH:28][C:29]([NH2:31])=[O:30])=[O:24])=[CH:21][CH:20]=1)[CH2:3][CH2:4][CH2:5][CH2:6][CH2:7][CH2:8][CH2:9][CH2:10][CH2:11][CH2:12][CH2:13][CH2:14][CH2:15][CH2:16][CH3:17] |f:0.1,2.3,^1:31|.